This data is from the Open Reaction Database (ORD), a public repository of structured organic reaction records. The task is: describe an organic reaction: reactants, conditions, products, and yield Starting materials: IC=1C=C2/C(/C(NC(C2=CC1)=O)=O)=C/NC1=CC=C(C=C1)N1CCNCC1 ((4Z)-6-Iodo-4-{[(4-piperazin-1-ylphenyl)amino]methylene}isoquinoline-1,3(2H,4H)-dione), C(C)(=O)O[BH-](OC(C)=O)OC(C)=O.[Na+] (sodium triacetoxyborohydride), C(C=O)O (glycoaldehyde), C(C)(=O)O (acetic acid), C([O-])(O)=O.[Na+] (sodium bicarbonate). Solvent: CN1C(CCC1)=O (N-methylpyrrolidinone), C(Cl)Cl (methylene chloride), C(Cl)Cl (methylene chloride). Reaction conditions: time 40 minute. Yields the product OCCN1CCN(CC1)C1=CC=C(C=C1)N\C=C\1/C(NC(C2=CC=C(C=C12)I)=O)=O ((4Z)-4-[({4-[4-(2-Hydroxyethyl)piperazin-1-yl]phenyl}amino)methylene]-6-iodoisoquinoline-1,3(2H,4H)-dione). Isolated yield 83.0%. RXN SMILES: [I:1][C:2]1[CH:3]=[C:4]2[C:9](=[CH:10][CH:11]=1)[C:8](=[O:12])[NH:7][C:6](=[O:13])/[C:5]/2=[CH:14]\[NH:15][C:16]1[CH:21]=[CH:20][C:19]([N:22]2[CH2:27][CH2:26][NH:25][CH2:24][CH2:23]2)=[CH:18][CH:17]=1.[C:28](O[BH-](OC(=O)C)OC(=O)C)(=[O:30])[CH3:29].[Na+].C(O)C=O.C(O)(=O)C.C(=O)(O)[O-].[Na+]>CN1CCCC1=O.C(Cl)Cl>[OH:30][CH2:28][CH2:29][N:25]1[CH2:24][CH2:23][N:22]([C:19]2[CH:18]=[CH:17][C:16]([NH:15]/[CH:14]=[C:5]3\[C:6](=[O:13])[NH:7][C:8](=[O:12])[C:9]4[C:4]\3=[CH:3][C:2]([I:1])=[CH:11][CH:10]=4)=[CH:21][CH:20]=2)[CH2:27][CH2:26]1 |f:1.2,5.6|. Procedure details: (4Z)-6-Iodo-4-{[(4-piperazin-1-ylphenyl)amino]methylene}isoquinoline-1,3(2H,4H)-dione (47.4 mg, 0.1 mmol) is dissolved in N-methylpyrrolidinone (1 mL) and methylene chloride (0.3 mL), followed by addition of sodium triacetoxyborohydride (244 mg, 1.15 mmol), glycoaldehyde (155 mg, 2.58 mmol) and acetic acid (0.15 mL, 2.6 mmol). After stirring at room temperature for 40 min, methylene chloride and saturated sodium bicarbonate solution were added. The organic layer is separated and dried to give 43... Starting materials: C1(=CC=CC=C1)C(N1C=NC(=C1)CCC[O-])(C1=CC=CC=C1)C1=CC=CC=C1.[Na+] (sodium 3-(1-triphenylmethyl-1H-imidazol-4-yl)propanolate), [Cl-].CC1=CC=C(C=C1)CCC (3-(4-methylphenyl)propane chloride). The product is CC1=CC=C(C=C1)CCCOCCCC=1N=CNC1 (3-(1H-Imidazol-4-yl)propyl 3-(4-methylphenyl)propyl ether). RXN SMILES: C1(C(C2C=CC=CC=2)(C2C=CC=CC=2)[N:8]2[CH:12]=[C:11]([CH2:13][CH2:14][CH2:15][O-:16])[N:10]=[CH:9]2)C=CC=CC=1.[Na+].[Cl-].[CH3:31][C:32]1[CH:37]=[CH:36][C:35]([CH2:38][CH2:39][CH3:40])=[CH:34][CH:33]=1>>[CH3:31][C:32]1[CH:37]=[CH:36][C:35]([CH2:38][CH2:39][CH2:40][O:16][CH2:15][CH2:14][CH2:13][C:11]2[N:10]=[CH:9][NH:8][CH:12]=2)=[CH:34][CH:33]=1 |f:0.1,2.3|. Reported procedure: 5 mmol of sodium 3-(1-triphenylmethyl-1H-imidazol-4-yl)propanolate and 5 mmol of 3-(4-methylphenyl)propane chloride are treated as described in Example 5. Procedure: 2-[4-(4-(3,5-Dimethyl-4-methoxyphenyl)butyl)piperazin-1-yl]-N-ethyl-3-pyridineamine (EXAMPLE 43) is dissolved in ether/acetone and treated in excess with ether which was saturated with hydrogen chloride gas. The salt is filtered, dried under reduced pressure to give the title compound. Product: Cl.Cl.CC=1C=C(C=C(C1OC)C)CCCCN1CCN(CC1)C1=NC=CC=C1NCC (2-[4-(4-(3,5-Dimethyl-4-methoxyphenyl)butyl)piperazin-1-yl]-N-ethyl-3-pyridineamine dihydrochloride). Starting materials: CCOCC (ether), CC=1C=C(C=C(C1OC)C)CCCCN1CCN(CC1)C1=NC=CC=C1NCC (2-[4-(4-(3,5-Dimethyl-4-methoxyphenyl)butyl)piperazin-1-yl]-N-ethyl-3-pyridineamine), Cl (hydrogen chloride). Reaction SMILES: [CH3:1][C:2]1[CH:3]=[C:4]([CH2:11][CH2:12][CH2:13][CH2:14][N:15]2[CH2:20][CH2:19][N:18]([C:21]3[C:26]([NH:27][CH2:28][CH3:29])=[CH:25][CH:24]=[CH:23][N:22]=3)[CH2:17][CH2:16]2)[CH:5]=[C:6]([CH3:10])[C:7]=1[O:8][CH3:9].CCOCC.[ClH:35]>CCOCC.CC(C)=O>[ClH:35].[ClH:35].[CH3:1][C:2]1[CH:3]=[C:4]([CH2:11][CH2:12][CH2:13][CH2:14][N:15]2[CH2:20][CH2:19][N:18]([C:21]3[C:26]([NH:27][CH2:28][CH3:29])=[CH:25][CH:24]=[CH:23][N:22]=3)[CH2:17][CH2:16]2)[CH:5]=[C:6]([CH3:10])[C:7]=1[O:8][CH3:9] |f:3.4,5.6.7|. Solvent: CCOCC.CC(=O)C (ether acetone). The reactants are COc1ccc(N)c(N2CCOCC2)c1, S=C(Cl)Cl, C1COCCO1, O. Yields the product COc1ccc(N=C=S)c(N2CCOCC2)c1. RXN SMILES: [CH3:1][O:2][c:3]1[cH:4][c:5]([N:10]2[CH2:11][CH2:12][O:13][CH2:14][CH2:15]2)[c:6]([NH2:7])[cH:8][cH:9]1.[Cl:16][C:17]([Cl:18])=[S:19].[O:20]1[CH2:21][CH2:22][O:23][CH2:24][CH2:25]1.[OH2:26]>>[CH3:1][O:2][c:3]1[cH:4][c:5]([N:10]2[CH2:11][CH2:12][O:13][CH2:14][CH2:15]2)[c:6]([N:7]=[C:17]=[S:19])[cH:8][cH:9]1. Starting materials: COC(=O)C(Cc1ccc(O)cc1)NC(=O)C(NC(=O)OC(C)(C)C)C(C)C, CC(=O)O, Cl, C1COCCO1. Product: COC(=O)C(Cc1ccc(O)cc1)NC(=O)C(N)C(C)C, Cl. Reaction SMILES: [CH3:1][O:2][C:3]([CH:4]([NH:5][C:6]([CH:7]([NH:8][C:9]([O:10][C:11]([CH3:12])([CH3:13])[CH3:14])=[O:15])[CH:16]([CH3:17])[CH3:18])=[O:19])[CH2:20][c:21]1[cH:22][cH:23][c:24]([OH:27])[cH:25][cH:26]1)=[O:28].[CH3:30][C:31](=[O:32])[OH:33].[ClH:29].[O:34]1[CH2:35][CH2:36][O:37][CH2:38][CH2:39]1>>[CH3:1][O:2][C:3]([CH:4]([NH:5][C:6]([CH:7]([NH2:8])[CH:16]([CH3:17])[CH3:18])=[O:19])[CH2:20][c:21]1[cH:22][cH:23][c:24]([OH:27])[cH:25][cH:26]1)=[O:28].[ClH:29]. Reaction SMILES: [CH:1]1([n:4]2[cH:5][n:6][c:7](-[c:20]3[cH:21][cH:22][cH:23][cH:24][cH:25]3)[c:8]2-[c:9]2[cH:10][c:11]3[c:12]([n:13][cH:14][n:15][c:16]3[S:17][CH3:18])[s:19]2)[CH2:2][CH2:3]1.[Cl-:27].[Cl:35][CH2:36][Cl:37].[NH3:26].[NH4+:28].[O:29]1[CH2:30][CH2:31][O:32][CH2:33][CH2:34]1.[OH2:38]>>[CH:1]1([n:4]2[cH:5][n:6][c:7](-[c:20]3[cH:21][cH:22][cH:23][cH:24][cH:25]3)[c:8]2-[c:9]2[cH:10][c:11]3[c:12]([n:13][cH:14][n:15][c:16]3[NH2:26])[s:19]2)[CH2:2][CH2:3]1. The product is Nc1ncnc2sc(-c3c(-c4ccccc4)ncn3C3CC3)cc12. Starting materials: CSc1ncnc2sc(-c3c(-c4ccccc4)ncn3C3CC3)cc12, [Cl-], ClCCl, N, [NH4+], C1COCCO1, O.